describe an organic reaction: reactants, conditions, products, and yield From a dataset of the Open Reaction Database (ORD), a public repository of structured organic reaction records. Reactants: Intermediate 11, C[C@@H](C(=O)OC)CC(=O)OC ((R)-dimethyl 2-methylsuccinate), N[C@@H](CO)C ((R)-2-aminopropan-1-ol). The product is C[C@H]1CN(CC1)[C@@H](CO)C ((R)-2-((R)-3-Methylpyrrolidin-1-yl)propan-1-ol). As a reaction SMILES: [CH3:1][C@H:2]([CH2:7][C:8](OC)=O)[C:3](OC)=O.[NH2:12][C@H:13]([CH3:16])[CH2:14][OH:15]>>[CH3:1][C@@H:2]1[CH2:7][CH2:8][N:12]([C@H:13]([CH3:16])[CH2:14][OH:15])[CH2:3]1. Reported procedure: The title compound was synthesized as described in Intermediate 11 using (R)-dimethyl 2-methylsuccinate and (R)-2-aminopropan-1-ol as starting materials. 1H NMR (CDCl3): δ 3.57 (dd, 1H), 3.32 (dd, 1H), 3.02 (br s, 1H), 2.81 (dd, 1H), 2.69 (m, 2H), 2.60 (m, 1H), 2.20 (m, 1H), 2.12 (dd, 1H), 1.98 (m, 1H), 1.32 (m, 1H), 1.04 (m, 6H); MS: 144.3 (M+H)+.